This data is from the Open Reaction Database (ORD), a public repository of structured organic reaction records. The task is: describe an organic reaction: reactants, conditions, products, and yield Reactants: CCC(CC)(c1ccc(OCC(O)C(C)(C)C)c(C)c1)c1ccc(B2OC(C)(C)C(C)(C)O2)c(C)c1, COC(=O)Cc1cncc(Br)c1, CN(C)C=O, [K+], [K+], [K+], O=P([O-])([O-])[O-]. Product: CCC(CC)(c1ccc(OCC(O)C(C)(C)C)c(C)c1)c1ccc(-c2cncc(CC(=O)OC)c2)c(C)c1. Reaction SMILES: [CH2:1]([CH3:2])[C:3]([CH2:4][CH3:5])([c:6]1[cH:7][c:8]([CH3:21])[c:9]([B:12]2[O:13][C:14]([CH3:15])([CH3:16])[C:17]([CH3:18])([CH3:19])[O:20]2)[cH:10][cH:11]1)[c:22]1[cH:23][c:24]([CH3:36])[c:25]([O:26][CH2:27][CH:28]([C:29]([CH3:30])([CH3:31])[CH3:32])[OH:33])[cH:34][cH:35]1.[CH3:37][O:38][C:39]([CH2:40][c:41]1[cH:42][n:43][cH:44][c:45]([Br:47])[cH:46]1)=[O:48].[CH3:57][N:58]([CH3:59])[CH:60]=[O:61].[K+:54].[K+:55].[K+:56].[P:49]([O-:50])([O-:51])([O-:52])=[O:53]>>[CH2:1]([CH3:2])[C:3]([CH2:4][CH3:5])([c:6]1[cH:7][c:8]([CH3:21])[c:9](-[c:45]2[cH:44][n:43][cH:42][c:41]([CH2:40][C:39]([O:38][CH3:37])=[O:48])[cH:46]2)[cH:10][cH:11]1)[c:22]1[cH:23][c:24]([CH3:36])[c:25]([O:26][CH2:27][CH:28]([C:29]([CH3:30])([CH3:31])[CH3:32])[OH:33])[cH:34][cH:35]1. Reactants: [N+](=O)(O)[O-] (nitric acid), CC1=C(C(=CC=C1)C)[N+](=O)[O-] (1,3-dimethyl-2-nitrobenzene), S(O)(O)(=O)=O (Sulfuric acid), S(O)(O)(=O)=O (sulfuric acid), O (water). Solvent: C(Cl)Cl (CH2Cl2). Conditions: time 2 hour. The product is CC1=C(C(=C(C=C1)[N+](=O)[O-])C)[N+](=O)[O-] (1,3-dimethyl-2,4-dinitrobenzene). As a reaction SMILES: [CH3:1][C:2]1[CH:7]=[CH:6][CH:5]=[C:4]([CH3:8])[C:3]=1[N+:9]([O-:11])=[O:10].S(=O)(=O)(O)O.[N+:17]([O-])([OH:19])=[O:18].O>C(Cl)Cl>[CH3:8][C:4]1[CH:5]=[CH:6][C:7]([N+:17]([O-:19])=[O:18])=[C:2]([CH3:1])[C:3]=1[N+:9]([O-:11])=[O:10]. Reported procedure: 1,3-dimethyl-2-nitrobenzene (151.2 g) is dissolved in 500 ml of CH2Cl2 and cooled to below 0° C. in a methanol ice bath. Sulfuric acid (200 ml) is added dropwise, maintaining a temperature at below 0° C. After the sulfuric acid addition is complete, fuming nitric acid (86 ml) is added dropwise at a rate which maintains the temperature between -5° to -2° C. After the addition is complete, the mixture is stirred at -3° to -5° C. for 2 hours. 200 ml of water are carefully added to the aqueous acidi... The reactants are [H-].[Na+] (NaH), CN1N=C(C=C1OC1=NC(=CC(=C1)OC)OC1=CC(=NN1C)C(F)(F)F)C(F)(F)F (2,6-bis-(1-methyl-3-trifluoromethylpyrazol-5-yloxy)-4-methoxypyridine), FC(CO)(C(F)F)F (2,2,3,3-tetrafluoropropan-1-ol). The solvent is CCCCC.C(C)(=O)OCC (pentane ethyl acetate), S1(=O)(=O)CCCC1 (sulfolane). Run at temperature 110 celsius, time 3.7 hour. Yields the product CN1N=C(C=C1OC1=NC(=CC(=C1)OC)OCC(C(F)F)(F)F)C(F)(F)F (2-(1-Methyl-3-trifluoromethylpyrazol-5-yloxy)-4-methoxy-6-(2,2,3,3-tetrafluoropropyloxy)pyridine). Isolated yield 99.2%. Reaction SMILES: [F:1][C:2]([F:8])([CH:5]([F:7])[F:6])[CH2:3][OH:4].[H-].[Na+].[CH3:11][N:12]1[C:16]([O:17][C:18]2[CH:23]=[C:22]([O:24][CH3:25])[CH:21]=[C:20](OC3N(C)N=C(C(F)(F)F)C=3)[N:19]=2)=[CH:15][C:14]([C:37]([F:40])([F:39])[F:38])=[N:13]1>S1(CCCC1)(=O)=O.CCCCC.C(OCC)(=O)C>[CH3:11][N:12]1[C:16]([O:17][C:18]2[CH:23]=[C:22]([O:24][CH3:25])[CH:21]=[C:20]([O:4][CH2:3][C:2]([F:8])([F:1])[CH:5]([F:7])[F:6])[N:19]=2)=[CH:15][C:14]([C:37]([F:40])([F:39])[F:38])=[N:13]1 |f:1.2,5.6|. Reported procedure: To a mixture of 2,2,3,3-tetrafluoropropan-1-ol (0.29 g, 2.2 mmol) in dry sulfolane (2 ml) is added NaH (60% in oil, 0.09 g, 2.2 mmol) and 2,6-bis-(1-methyl-3-trifluoromethylpyrazol-5-yloxy)-4-methoxypyridine (0.8 g, 1.8 mmol). After stirring at 110° C. for 3.7 h the mixture is cooled to ambient temperature. The resulting mixture is diluted with pentane/ethyl acetate (by volume ration 1/1) and filtered through a bed of silica gel. The filtrate is washed 10 times with water. The organic layer is d... The reactants are [BH3-]C#N, C=O, CC(=O)O, CO, CC(C)S(=O)(=O)n1c(N)nc2ccc(-c3c(-c4ccccc4)ncn3C3CCNCC3)cc21, [Na+]. Yields the product CC(C)S(=O)(=O)n1c(N)nc2ccc(-c3c(-c4ccccc4)ncn3C3CCN(C)CC3)cc21. Reaction SMILES: [C:40]([BH3-:41])#[N:42].[CH2:1]=[O:2].[CH3:36][C:37](=[O:38])[OH:39].[CH3:44][OH:45].[CH:3]([CH3:4])([CH3:5])[S:6](=[O:7])(=[O:8])[n:9]1[c:10]([NH2:35])[n:11][c:12]2[c:13]1[cH:14][c:15](-[c:18]1[c:19](-[c:29]3[cH:30][cH:31][cH:32][cH:33][cH:34]3)[n:20][cH:21][n:22]1[CH:23]1[CH2:24][CH2:25][NH:26][CH2:27][CH2:28]1)[cH:16][cH:17]2.[Na+:43]>>[CH:3]([CH3:4])([CH3:5])[S:6](=[O:7])(=[O:8])[n:9]1[c:10]([NH2:35])[n:11][c:12]2[c:13]1[cH:14][c:15](-[c:18]1[c:19](-[c:29]3[cH:30][cH:31][cH:32][cH:33][cH:34]3)[n:20][cH:21][n:22]1[CH:23]1[CH2:24][CH2:25][N:26]([CH3:36])[CH2:27][CH2:28]1)[cH:16][cH:17]2. The reactants are oil, FC1=C(C(=C(C=C1)F)OC)O (3.6-difluoroguaiacol), B(Br)(Br)Br (boron tribromide). The solvent is molar solution. The product is FC1=C(C(O)=C(C=C1)F)O (3,6 difluorocatechol). As a reaction SMILES: [F:1][C:2]1[CH:7]=[CH:6][C:5]([F:8])=[C:4]([O:9]C)[C:3]=1[OH:11].B(Br)(Br)Br>>[F:1][C:2]1[CH:7]=[CH:6][C:5]([F:8])=[C:4]([OH:9])[C:3]=1[OH:11]. Reported procedure: Using the procedure of Step B of Preparation 1, 21.15 g oil the product of Step C and 260 ml of a molar solution of boron tribromide were reacted to obtain 17.62 g of the desired product. Starting materials: CCN(c1cc(-c2ccc(CBr)cc2)cc(C(=O)NCc2c(C)cc(C)[nH]c2=O)c1C)C1CCOCC1, [H-], [Na+], O=C1COCCN1, CN(C)C=O. The product is CCN(c1cc(-c2ccc(CN3CCOCC3=O)cc2)cc(C(=O)NCc2c(C)cc(C)[nH]c2=O)c1C)C1CCOCC1. Reaction SMILES: [Br:1][CH2:2][c:3]1[cH:4][cH:5][c:6](-[c:9]2[cH:10][c:11]([C:25](=[O:26])[NH:27][CH2:28][c:29]3[c:30](=[O:37])[nH:31][c:32]([CH3:36])[cH:33][c:34]3[CH3:35])[c:12]([CH3:24])[c:13]([N:15]([CH:16]3[CH2:17][CH2:18][O:19][CH2:20][CH2:21]3)[CH2:22][CH3:23])[cH:14]2)[cH:7][cH:8]1.[H-:45].[Na+:46].[O:38]1[CH2:39][C:40](=[O:44])[NH:41][CH2:42][CH2:43]1.[O:47]=[CH:48][N:49]([CH3:50])[CH3:51]>>[CH2:2]([c:3]1[cH:4][cH:5][c:6](-[c:9]2[cH:10][c:11]([C:25](=[O:26])[NH:27][CH2:28][c:29]3[c:30](=[O:37])[nH:31][c:32]([CH3:36])[cH:33][c:34]3[CH3:35])[c:12]([CH3:24])[c:13]([N:15]([CH:16]3[CH2:17][CH2:18][O:19][CH2:20][CH2:21]3)[CH2:22][CH3:23])[cH:14]2)[cH:7][cH:8]1)[N:41]1[C:40](=[O:44])[CH2:39][O:38][CH2:43][CH2:42]1. The reactants are ClC1(C2=CC=CC=C2C(C=2C=CC=CC12)=O)C1=CC=C(C=C1)C (9-chloro-9,10-dihydro-9-(4-methylphenyl)-10-oxo-anthracene), N1C=NC=C1 (imidazole). The yield is 41.7%. Procedure details: 36.2 g (0.113 mol) of 9-chloro-9,10-dihydro-9-(4-methylphenyl)-10-oxo-anthracene and 20.4 g (0.3 mol) of imidazole in 400 ml of absolute acetonitrile are heated under reflux for 5 hours. Thereafter, the solvent is distilled off in vacuo and the residue is taken up in 500 ml of methylene chloride. The methylene chloride solution is washed twice with 1,000 ml of water each time and the organic phase is separated off, dried over sodium sulphate and concentrated by distilling off the solvent in vacu... Solvent: C(C)#N (acetonitrile). As a reaction SMILES: Cl[C:2]1([C:17]2[CH:22]=[CH:21][C:20]([CH3:23])=[CH:19][CH:18]=2)[C:15]2[CH:14]=[CH:13][CH:12]=[CH:11][C:10]=2[C:9](=[O:16])[C:8]2[C:3]1=[CH:4][CH:5]=[CH:6][CH:7]=2.[NH:24]1[CH:28]=[CH:27][N:26]=[CH:25]1>C(#N)C>[N:24]1([C:2]2([C:17]3[CH:22]=[CH:21][C:20]([CH3:23])=[CH:19][CH:18]=3)[C:15]3[CH:14]=[CH:13][CH:12]=[CH:11][C:10]=3[C:9](=[O:16])[C:8]3[C:3]2=[CH:4][CH:5]=[CH:6][CH:7]=3)[CH:28]=[CH:27][N:26]=[CH:25]1. Product: N1(C=NC=C1)C1(C2=CC=CC=C2C(C=2C=CC=CC12)=O)C1=CC=C(C=C1)C (9,10-dihydro-9-imidazol-1-yl-9-(4-methylphenyl)-10-oxo-anthracene). Reactants: O=C(Cl)c1ccc(F)cc1, Cc1ccccc1CCN. Yields the product Cc1ccccc1CCNC(=O)c1ccc(F)cc1. Reaction SMILES: [F:11][c:12]1[cH:13][cH:14][c:15]([C:16](=[O:17])[Cl:18])[cH:19][cH:20]1.[NH2:1][CH2:2][CH2:3][c:4]1[c:5]([CH3:10])[cH:6][cH:7][cH:8][cH:9]1>>[NH:1]([CH2:2][CH2:3][c:4]1[c:5]([CH3:10])[cH:6][cH:7][cH:8][cH:9]1)[C:16]([c:15]1[cH:14][cH:13][c:12]([F:11])[cH:20][cH:19]1)=[O:17]. The reactants are C(C)(C)C1=C(C(=CC=C1)C(C)C)NC(C1=CC(=CC(=C1)C)OC)=N (N-(2,6-diisopropylphenyl)-3-methoxy-5-methylbenzimidamide), C([O-])(O)=O.[Na+] (sodium bicarbonate), ClCC=O (2-chloroacetaldehyde), CC(C)O (2-propanol). The solvent is O (water), C(C)(=O)OCC (ethyl acetate). Yields the product C(C)(C)C1=C(C(=CC=C1)C(C)C)N1C(=NC=C1)C1=CC(=CC(=C1)C)OC (1-(2,6-diisopropylphenyl)-2-(3-methoxy-5-methylphenyl)-1H-imidazole). RXN SMILES: [CH:1]([C:4]1[CH:9]=[CH:8][CH:7]=[C:6]([CH:10]([CH3:12])[CH3:11])[C:5]=1[NH:13][C:14](=[NH:24])[C:15]1[CH:20]=[C:19]([CH3:21])[CH:18]=[C:17]([O:22][CH3:23])[CH:16]=1)([CH3:3])[CH3:2].C(=O)(O)[O-].[Na+].Cl[CH2:31][CH:32]=O.CC(O)C>O.C(OCC)(=O)C>[CH:10]([C:6]1[CH:7]=[CH:8][CH:9]=[C:4]([CH:1]([CH3:2])[CH3:3])[C:5]=1[N:13]1[CH:32]=[CH:31][N:24]=[C:14]1[C:15]1[CH:20]=[C:19]([CH3:21])[CH:18]=[C:17]([O:22][CH3:23])[CH:16]=1)([CH3:12])[CH3:11] |f:1.2|. Reported procedure: To a 250 mL round bottom flask was mixed N-(2,6-diisopropylphenyl)-3-methoxy-5-methylbenzimidamide (5.83 g, 17.97 mmol), sodium bicarbonate (3.02 g, 35.9 mmol), 2-chloroacetaldehyde (50%, 4.56 ml, 35.9 mmol), and 80 mL of 2-propanol. The reaction mixture was heated to reflux for 3 hours under nitrogen. The reaction mixture was diluted with water and ethyl acetate. The layers were separated and the aqueous layer was extracted with ethyl acetate. The organic layers were washed with 10% LiCl soluti... The reactants are C1(CCCCC1)=O (cyclohexanone), Cl.ClC1=C(C=C(C(=C1)C(=O)OC)C(=O)OC)NN (2-chloro-4,5-bis(methoxycarbonyl)phenylhydrazine hydrochloride). Reagents/catalysts: [Cl-].[Zn+2].[Cl-] (zinc chloride). Solvent: C(C)(=O)O (acetic acid). The product is ClC1=CC(=C(C=2C=3CCCCC3NC12)C(=O)OC)C(=O)OC (dimethyl 1-chloro-5,6,7,8-tetrahydrocarbazole-3,4-dicarboxylate). Yield: 31.0%. RXN SMILES: [C:1]1(=O)[CH2:6][CH2:5][CH2:4][CH2:3][CH2:2]1.Cl.[Cl:9][C:10]1[CH:15]=[C:14]([C:16]([O:18][CH3:19])=[O:17])[C:13]([C:20]([O:22][CH3:23])=[O:21])=[CH:12][C:11]=1[NH:24]N>[Cl-].[Zn+2].[Cl-].C(O)(=O)C>[Cl:9][C:10]1[C:11]2[NH:24][C:2]3[CH2:3][CH2:4][CH2:5][CH2:6][C:1]=3[C:12]=2[C:13]([C:20]([O:22][CH3:23])=[O:21])=[C:14]([C:16]([O:18][CH3:19])=[O:17])[CH:15]=1 |f:1.2,3.4.5|. Procedure details: To 10 ml of acetic acid were added 320 mg of cyclohexanone, 500 mg of zinc chloride and 800 mg of 2-chloro-4,5-bis(methoxycarbonyl)phenylhydrazine hydrochloride. The mixture was refluxed for 6 hours. Then, acetic acid was removed by distillation under reduced pressure. The residue was dissolved in 100 ml of ethyl acetate. The solution was washed with 1 N hydrochloric acid, an aqueous saturated sodium chloride solution and an aqueous saturated sodium hydrogen-carbonate solution in this order, and...